From a dataset of the Open Reaction Database (ORD), a public repository of structured organic reaction records. describe an organic reaction: reactants, conditions, products, and yield The reactants are ClC1=NC(=CC(=N1)NC1=NNC(=C1)C1CC1)C (2-chloro-N-(5-cyclopropyl-1H-pyrazol-3-yl)-6-methyl-pyrimidin-4-amine), C(CCCCC(=O)O)(=O)O.N1C=CC2=CC(=CC=C12)C(C)N (1-(1H-indol-5-yl)ethanamine adipic acid salt), NCC=1C(=C2C=CN(C2=CC1)C(=O)OC(C)(C)C)Cl (tert-butyl 5-(aminomethyl)-4-chloro-1H-indole-1-carboxylate), ClC1=NC=CC(=N1)NC1=CC(=NN1)C1CC1 (2-Chloro-N-(3-cyclopropyl-1H-pyrazol-5-yl)pyrimidin-4-amine). The product is ClC1=C2C=CNC2=CC=C1CNC1=NC(=CC(=N1)NC1=NNC(=C1)C1CC1)C (N2-((4-chloro-1H-indol-5-yl)methyl)-N4-(5-cyclopropyl-1H-pyrazol-3-yl)-6-methylpyrimidine-2,4-diamine). RXN SMILES: Cl[C:2]1[N:7]=[C:6]([NH:8][C:9]2[CH:13]=[C:12]([CH:14]3[CH2:16][CH2:15]3)[NH:11][N:10]=2)[CH:5]=[C:4]([CH3:17])[N:3]=1.[NH2:18][CH2:19][C:20]1[C:21]([Cl:36])=[C:22]2[C:26](=[CH:27][CH:28]=1)[N:25](C(OC(C)(C)C)=O)[CH:24]=[CH:23]2.ClC1N=C(NC2NN=C(C3CC3)C=2)C=CN=1.C(O)(=O)CCCCC(O)=O.N1C2C(=CC(C(N)C)=CC=2)C=C1>>[Cl:36][C:21]1[C:20]([CH2:19][NH:18][C:2]2[N:7]=[C:6]([NH:8][C:9]3[CH:13]=[C:12]([CH:14]4[CH2:16][CH2:15]4)[NH:11][N:10]=3)[CH:5]=[C:4]([CH3:17])[N:3]=2)=[CH:28][CH:27]=[C:26]2[C:22]=1[CH:23]=[CH:24][NH:25]2 |f:3.4|. Procedure: N2-((4-chloro-1H-indol-5-yl)methyl)-N4-(5-cyclopropyl-1H-pyrazol-3-yl)-6-methylpyrimidine-2,4-diamine (I-19) was prepared using procedure analogous to the preparation of I-8, step 1, except 2-chloro-N-(5-cyclopropyl-1H-pyrazol-3-yl)-6-methyl-pyrimidin-4-amine 185 and tert-butyl 5-(aminomethyl)-4-chloro-1H-indole-1-carboxylate were used in place of 53 and 1-(1H-indol-5-yl)ethanamine adipic acid salt, respectively, to afford I-19; MS (ESI) m/z=394.1 [M+1]+. Run in CO (methanol). Procedure: Potassium carbonate (2.0 g) was added to a methanol solution (30 mL) of (3-((((1-ethyl-3,3,5-trimethyl-2,4-dioxo-2,3,4,5-tetrahydro-1H-benzo[b][1,4]diazepin-7-yl)methyl)(2-(2-methyl-4-oxofuro[3,2-c]pyridin-5(4H)-yl)ethyl)amino)methyl)pyridin-2-yl)methyl acetate (3.0 g) and the mixture was stirred overnight at room temperature. The resulting mixture was filtered and evaporated. The residue was purified by column-chromatography (methanol: ethyl acetate=0:100→1:9) to give the titled compound as ivo... Starting materials: C([O-])([O-])=O.[K+].[K+] (Potassium carbonate), C(C)(=O)OCC1=NC=CC=C1CN(CCN1C(C2=C(C=C1)OC(=C2)C)=O)CC2=CC1=C(N(C(C(C(N1C)=O)(C)C)=O)CC)C=C2 ((3-((((1-ethyl-3,3,5-trimethyl-2,4-dioxo-2,3,4,5-tetrahydro-1H-benzo[b][1,4]diazepin-7-yl)methyl)(2-(2-methyl-4-oxofuro[3,2-c]pyridin-5(4H)-yl)ethyl)amino)methyl)pyridin-2-yl)methyl acetate). The product is C(C)N1C2=C(N(C(C(C1=O)(C)C)=O)C)C=C(C=C2)CN(CCN2C(C1=C(C=C2)OC(=C1)C)=O)CC=1C(=NC=CC1)CO (1-Ethyl-7-({N-(2-hydroxymethylpyridin-3-ylmethyl)-N-[2-(2-methyl-4-oxo-4H-furo[3,2-c]pyridin-5-yl)ethyl]amino}methyl)-3,3,5-trimethyl-1,5-dihydrobenzo[b][1,4]diazepine-2,4-dione). Conditions: time 8 hour. The yield is 69.8%. Reaction SMILES: C(=O)([O-])[O-].[K+].[K+].C([O:10][CH2:11][C:12]1[C:17]([CH2:18][N:19]([CH2:33][C:34]2[CH:51]=[CH:50][C:37]3[N:38]([CH2:48][CH3:49])[C:39](=[O:47])[C:40]([CH3:46])([CH3:45])[C:41](=[O:44])[N:42]([CH3:43])[C:36]=3[CH:35]=2)[CH2:20][CH2:21][N:22]2[CH:27]=[CH:26][C:25]3[O:28][C:29]([CH3:31])=[CH:30][C:24]=3[C:23]2=[O:32])=[CH:16][CH:15]=[CH:14][N:13]=1)(=O)C>CO>[CH2:48]([N:38]1[C:39](=[O:47])[C:40]([CH3:46])([CH3:45])[C:41](=[O:44])[N:42]([CH3:43])[C:36]2[CH:35]=[C:34]([CH2:33][N:19]([CH2:18][C:17]3[C:12]([CH2:11][OH:10])=[N:13][CH:14]=[CH:15][CH:16]=3)[CH2:20][CH2:21][N:22]3[CH:27]=[CH:26][C:25]4[O:28][C:29]([CH3:31])=[CH:30][C:24]=4[C:23]3=[O:32])[CH:51]=[CH:50][C:37]1=2)[CH3:49] |f:0.1.2|.